This data is from the Open Reaction Database (ORD), a public repository of structured organic reaction records. The task is: describe an organic reaction: reactants, conditions, products, and yield The reactants are CN(CC=1C=NC2=C(N1)C(=NC(=N2)N)N)C=3C=CC(=CC3)C(=O)N[C@@H](CCC(=O)O)C(=O)O (Methotrexate), C(C)(=O)[O-].[Zn+2].C(C)(=O)[O-] (zinc acetate), CN(CC=1C=NC2=C(N1)C(=NC(=N2)N)N)C=3C=CC(=CC3)C(=O)N[C@@H](CCC(=O)O)C(=O)O (methotrexate). Run in CO (methanol), CO (methanol). Conditions: time 1 hour. Yields the product [Zn] (zinc), CN(CC=1C=NC2=C(N1)C(=NC(=N2)N)N)C=3C=CC(=CC3)C(=O)N[C@@H](CCC(=O)O)C(=O)O (methotrexate). RXN SMILES: [CH3:1][N:2]([C:16]1[CH:17]=[CH:18][C:19]([C:22]([NH:24][C@H:25]([C:31]([OH:33])=[O:32])[CH2:26][CH2:27][C:28]([OH:30])=[O:29])=[O:23])=[CH:20][CH:21]=1)[CH2:3][C:4]1[CH:5]=[N:6][C:7]2[N:13]=[C:12]([NH2:14])[N:11]=[C:10]([NH2:15])[C:8]=2[N:9]=1.C([O-])(=O)C.[Zn+2:38].C([O-])(=O)C>CO>[Zn:38].[CH3:1][N:2]([C:16]1[CH:17]=[CH:18][C:19]([C:22]([NH:24][C@H:25]([C:31]([OH:33])=[O:32])[CH2:26][CH2:27][C:28]([OH:30])=[O:29])=[O:23])=[CH:20][CH:21]=1)[CH2:3][C:4]1[CH:5]=[N:6][C:7]2[N:13]=[C:12]([NH2:14])[N:11]=[C:10]([NH2:15])[C:8]=2[N:9]=1 |f:1.2.3|. Reported procedure: A zinc salt of methotrexate was prepared as follows. Methotrexate (3.0 g, 0.0066 moles) was dissolved in 600 ml methanol at room temperature with rapid stirring. A solution of zinc acetate (0.6 g, 0.0033 moles) in 2 ml methanol was added dropwise to the methotrexate solution. Immediate precipitation (flocculent) was observed. The mixture was stirred for one hour at room temperature. The mixture was then concentrated in a rotating evaporator (roto-vap) at 40° C. The residue obtained (3.2 g) was d... The reactants are NC1=CC=CC=C1 (aniline), C(C=C)#N (acrylonitrile), [Cl-].[Al+3].[Cl-].[Cl-] (Aluminiumchloride), Cl (HCl), Cl (HCl). Run in CCCCCCC (heptane), ClCCl (dichloromethane). Reaction conditions: time 8 hour. Product: NC1=CC=C(C=C1)C(C#N)C (4-aminophenylpropionitrile). The yield is 30.8%. Reaction SMILES: [NH2:1][C:2]1[CH:7]=[CH:6][CH:5]=[CH:4][CH:3]=1.[C:8](#[N:11])[CH:9]=[CH2:10].Cl.[Cl-].[Al+3].[Cl-].[Cl-]>ClCCl.CCCCCCC>[NH2:1][C:2]1[CH:7]=[CH:6][C:5]([CH:9]([CH3:10])[C:8]#[N:11])=[CH:4][CH:3]=1 |f:3.4.5.6|. Reported procedure: To 4.95 g aniline (53.128 mmol) are added 2.82 g acrylonitrile (53.128 mmol) and 3.89 ml heptane. A dry HCl gasflow is lead through the solution. Aluminiumchloride (4.10 g; 30.726 mmol) is added portionwise in 2.5 hours. The HCl flow is stopped and the reaction mixture is stored overnight at 0° C. After reflux for 1 hour, the reaction mixture is poured on ice, and dichloromethane is added. The organic phase is washed with 10% aqueous KCl-solution (4×) and, after drying, evaporated. The oil obtai... The reactants are C1CCOC1, C1CCOC1, CCOCC, C1CCOC1, OP(O)P(O)O, NC(C[Se]CC(N)c1ccccc1)c1ccccc1, c1ccc([Se][Se]c2ccccc2)cc1. The product is [Se]=[SeH-], NC(C[Se]CC(N)c1ccccc1)c1ccccc1. RXN SMILES: [CH2:39]1[O:40][CH2:41][CH2:42][CH2:43]1.[CH2:55]1[O:56][CH2:57][CH2:58][CH2:59]1.[CH3:50][CH2:51][O:52][CH2:53][CH3:54].[O:34]1[CH2:35][CH2:36][CH2:37][CH2:38]1.[P:44]([P:45]([OH:46])[OH:47])([OH:48])[OH:49].[c:1]1([CH:7]([CH2:8][Se:9][CH2:10][CH:11]([c:12]2[cH:13][cH:14][cH:15][cH:16][cH:17]2)[NH2:18])[NH2:19])[cH:2][cH:3][cH:4][cH:5][cH:6]1.[c:20]1([Se:26][Se:27][c:21]2[cH:22][cH:23][cH:24][cH:25][cH:28]2)[cH:29][cH:30][cH:31][cH:32][cH:33]1>>[SeH-:26]=[Se:27].[c:1]1([CH:7]([CH2:8][Se:9][CH2:10][CH:11]([c:12]2[cH:13][cH:14][cH:15][cH:16][cH:17]2)[NH2:18])[NH2:19])[cH:2][cH:3][cH:4][cH:5][cH:6]1. Reactants: ClC1=CC=C(C=C1)[C@@]1(C(CC(CC1)C([C@H](C(C)C)NC=O)=O)(C)C)O (N-((2S)-1-((4R)-4-(4-chlorophenyl)-4-hydroxy-3,3-dimethylcyclohexyl)-3-methyl-1-oxobutan-2-yl)formamide), TEA, O=P(Cl)(Cl)Cl (POCl3). Solvent: C(Cl)Cl (CH2Cl2). Run at temperature 2.5 celsius, time 3 hour. The product is ClC1=CC=C(C=C1)[C@@]1(C(CC(CC1)C([C@H](C(C)C)[N+]#[C-])=O)(C)C)O ((2S)-1-((4R)-4-(4-chlorophenyl)-4-hydroxy-3,3-dimethylcyclohexyl)-2-isocyano-3-methylbutan-1-one). Isolated yield 81.9%. As a reaction SMILES: [Cl:1][C:2]1[CH:7]=[CH:6][C:5]([C@@:8]2([OH:25])[CH2:13][CH2:12][CH:11]([C:14](=[O:22])[C@@H:15]([NH:19][CH:20]=O)[CH:16]([CH3:18])[CH3:17])[CH2:10][C:9]2([CH3:24])[CH3:23])=[CH:4][CH:3]=1.O=P(Cl)(Cl)Cl>C(Cl)Cl>[Cl:1][C:2]1[CH:3]=[CH:4][C:5]([C@@:8]2([OH:25])[CH2:13][CH2:12][CH:11]([C:14](=[O:22])[C@@H:15]([N+:19]#[C-:20])[CH:16]([CH3:18])[CH3:17])[CH2:10][C:9]2([CH3:23])[CH3:24])=[CH:6][CH:7]=1. Procedure: To a mixture of N-((2S)-1-((4R)-4-(4-chlorophenyl)-4-hydroxy-3,3-dimethylcyclohexyl)-3-methyl-1-oxobutan-2-yl)formamide (109 mg, 0.298 mmol) and TEA (0.208 mL, 1.490 mmol) in CH2Cl2 (5 mL) was added POCl3 (0.027 mL, 0.298 mmol) at 0° under N2. The mixture was stirred at 0-5° C. for 3 h. The mixture was quenched with NaHCO3 (aq), extracted into CH2Cl2, and dried over Na2SO4. After concentrating, the crude residue was purified via column chromatography (CH2Cl2) to give (2S)-1-((4R)-4-(4-chlorophen...